This data is from the Open Reaction Database (ORD), a public repository of structured organic reaction records. The task is: describe an organic reaction: reactants, conditions, products, and yield The reactants are N,N-dicyclohexyl carbodiimide, CC1=C(C(=C(CO)C(=C1F)F)F)F (4-methyl-2,3,5,6-tetrafluorobenzyl alcohol), C(#N)C(=C[C@H]1C([C@@H]1C(=O)O)(C)C)C ((1R)-trans-3-(2-cyano-1-propenyl)-2,2-dimethylcyclopropanecarboxylic acid). The reagents and catalysts are CN(C1=CC=NC=C1)C (4-dimethylaminopyridine). Run in ClCCl (dichloromethane). Conditions: time 3 hour. The product is C(#N)C(=C[C@H]1C([C@@H]1C(=O)OCC1=C(C(=C(C(=C1F)F)C)F)F)(C)C)C (4-methyl-2,3,5,6-tetrafluorobenzyl (1R)-trans-3-(2-cyano-1-propenyl)-2,2-dimethylcyclopropanecarboxylate). Isolated yield 71.5%. As a reaction SMILES: [CH3:1][C:2]1[C:9]([F:10])=[C:8]([F:11])[C:5]([CH2:6][OH:7])=[C:4]([F:12])[C:3]=1[F:13].[C:14]([C:16]([CH3:26])=[CH:17][C@@H:18]1[C@@H:20]([C:21](O)=[O:22])[C:19]1([CH3:25])[CH3:24])#[N:15]>CN(C)C1C=CN=CC=1.ClCCl>[C:14]([C:16]([CH3:26])=[CH:17][C@@H:18]1[C@@H:20]([C:21]([O:7][CH2:6][C:5]2[C:4]([F:12])=[C:3]([F:13])[C:2]([CH3:1])=[C:9]([F:10])[C:8]=2[F:11])=[O:22])[C:19]1([CH3:25])[CH3:24])#[N:15]. Procedure details: Under a nitrogen atmosphere, 0.59 g of N,N-dicyclohexyl carbodiimide was added to a mixture of 0.55 g of 4-methyl-2,3,5,6-tetrafluorobenzyl alcohol, 0.51 g of (1R)-trans-3-(2-cyano-1-propenyl)-2,2-dimethylcyclopropanecarboxylic acid, 0.10 g of 4-dimethylaminopyridine and 7 ml of anhydrous dichloromethane, and the mixture was stirred at room temperature for 3 hours. Thereafter, the reaction mixture was filtered, and the filtrate was concentrated under reduced pressure. The resulting residue was s... Reaction SMILES: [CH2:1]([O:3][CH:4]([O:13][CH2:14][CH3:15])[C:5]#[C:6][C:7](=O)[C:8]([F:11])([F:10])[F:9])[CH3:2].[C:16]([O:20][CH3:21])(=[O:19])[CH2:17][SH:18].CO.C([O-])([O-])=O.[Cs+].[Cs+].[O-]S([O-])(=O)=O.[Mg+2]>C1COCC1>[CH3:21][O:20][C:16]([C:17]1[S:18][C:5]([CH:4]([O:13][CH2:14][CH3:15])[O:3][CH2:1][CH3:2])=[CH:6][C:7]=1[C:8]([F:11])([F:10])[F:9])=[O:19] |f:3.4.5.6.7|. Reactants: C(C)OC(C#CC(C(F)(F)F)=O)OCC (5,5-Diethoxy-1,1,1-trifluoro-pent-3-yn-2-one), CO (Methanol), C(=O)([O-])[O-].[Cs+].[Cs+].[O-]S(=O)(=O)[O-].[Mg+2] (Cs2CO3 MgSO4), C(CS)(=O)OC (Methyl thioglycolate). Isolated yield 63.1%. Procedure details: A solution of 5,5-Diethoxy-1,1,1-trifluoro-pent-3-yn-2-one (2.16 g, 9.64 mmol) in THF (30 ml) was cooled to 0° C. (ice bath). Methyl thioglycolate (0.88 ml, 9.64 mmol) was added in one portion and the mixture was stirred at 0° C. for 1.5 h. Methanol (6 ml) and Cs2CO3/MgSO4 (2 g/4 g, pre-dried at 200° C. in vacuum) were added at 0° C. The mixture was stirred at 0° C. for 15 min and then at rt for 15 h. The reaction mixture was quenched by pouting into EtOAc. The organic layer was washed with brin... Reaction conditions: temperature 0 celsius, time 1.5 hour. Run in C1CCOC1 (THF). The product is COC(=O)C=1SC(=CC1C(F)(F)F)C(OCC)OCC (5-Diethoxymethyl-3-trifluoromethyl-thiophene-2-carboxylic acid methyl ester). The reactants are CS(C)=O, NC(CO)CO, Clc1nc(-n2cnc3ccccc32)c2nc[nH]c2n1. Product: OCC(CO)Nc1nc(-n2cnc3ccccc32)c2nc[nH]c2n1. RXN SMILES: [CH3:26][S:27]([CH3:28])=[O:29].[NH2:20][CH:21]([CH2:22][OH:23])[CH2:24][OH:25].[n:1]1(-[c:10]2[c:11]3[n:12][cH:13][nH:14][c:15]3[n:16][c:17]([Cl:19])[n:18]2)[cH:2][n:3][c:4]2[c:5]1[cH:6][cH:7][cH:8][cH:9]2>>[n:1]1(-[c:10]2[c:11]3[n:12][cH:13][nH:14][c:15]3[n:16][c:17]([NH:20][CH:21]([CH2:22][OH:23])[CH2:24][OH:25])[n:18]2)[cH:2][n:3][c:4]2[c:5]1[cH:6][cH:7][cH:8][cH:9]2. RXN SMILES: [CH3:1][O:2][C:3]1[CH:4]=[C:5]2[C:9](=[CH:10][C:11]=1[O:12][CH3:13])[N:8]([CH2:14][C:15]([O:17]C(C)(C)C)=[O:16])[CH:7]=[C:6]2[C:22]1[N:30](S(C2C=CC(C)=CC=2)(=O)=O)[C:25]2=[N:26][CH:27]=[CH:28][CH:29]=[C:24]2[CH:23]=1.[OH-].[K+]>>[CH3:1][O:2][C:3]1[CH:4]=[C:5]2[C:9](=[CH:10][C:11]=1[O:12][CH3:13])[N:8]([CH2:14][C:15]([OH:17])=[O:16])[CH:7]=[C:6]2[C:22]1[NH:30][C:25]2=[N:26][CH:27]=[CH:28][CH:29]=[C:24]2[CH:23]=1 |f:1.2|. Yield: 112.1%. Reported procedure: 2-[5,6-Dimethoxy-3-(1H-pyrrolo[2,3-b]pyridin-2-yl)-indol-1-yl]acetic acid is prepared by following the procedure described in example 88a, but using 1 g of tert-butyl 2-{5,6-dimethoxy-3-[1-(toluene-4-sulfonyl)-1H-pyrrolo[2,3-b]pyridin-2-yl]indol-1-yl}acetate and a solution of 73 ml of methanolic potassium hydroxide (0.1 g/ml; 1.78M). 0.701 g of 2-[5,6-dimethoxy-3-(1H-pyrrolo[2,3-b]pyridin-2-yl)indol-1-yl]acetic acid is obtained, the characteristics of which are as follows: The reactants are COC=1C=C2C(=CN(C2=CC1OC)CC(=O)OC(C)(C)C)C1=CC=2C(=NC=CC2)N1S(=O)(=O)C1=CC=C(C=C1)C (tert-butyl 2-{5,6-dimethoxy-3-[1-(toluene-4-sulfonyl)-1H-pyrrolo[2,3-b]pyridin-2-yl]indol-1-yl}acetate), [OH-].[K+] (potassium hydroxide). Yields the product COC=1C=C2C(=CN(C2=CC1OC)CC(=O)O)C1=CC=2C(=NC=CC2)N1 (2-[5,6-dimethoxy-3-(1H-pyrrolo[2,3-b]pyridin-2-yl)indol-1-yl]acetic acid). Starting materials: Cc1cc(C(=C2CCCCC2)c2ccc(O)cc2)ccc1C=C(C(=O)[O-])C(C)(C)C, ClCCl, O=C(O)C(F)(F)F. Product: Cc1cc(C(=C2CCCCC2)c2ccc(O)cc2)ccc1C=CC(=O)O. As a reaction SMILES: [CH3:8][C:9]([CH3:10])([CH3:11])[C:12]([C:13](=[O:14])[O-:15])=[CH:16][c:17]1[c:18]([CH3:37])[cH:19][c:20]([C:23]([c:24]2[cH:25][cH:26][c:27]([OH:30])[cH:28][cH:29]2)=[C:31]2[CH2:32][CH2:33][CH2:34][CH2:35][CH2:36]2)[cH:21][cH:22]1.[Cl:38][CH2:39][Cl:40].[OH:1][C:2]([C:3]([F:4])([F:5])[F:6])=[O:7]>>[CH:12]([C:13](=[O:14])[OH:15])=[CH:16][c:17]1[c:18]([CH3:37])[cH:19][c:20]([C:23]([c:24]2[cH:25][cH:26][c:27]([OH:30])[cH:28][cH:29]2)=[C:31]2[CH2:32][CH2:33][CH2:34][CH2:35][CH2:36]2)[cH:21][cH:22]1. Reported procedure: 2d was synthesised by an analogous procedure to that described for 2a using o-phenylenediamine (2.41 g, 22.34 mmol) and benzyliminodiacetic acid (4.10 g, 11.17 mmol) in ethyleneglycol (10 ml) at 190° C. Yield 3.50 g (85%). 1H NMR (250.13 MHz, DMSO-d6, r.t.), δ 3.74 (s, 2H, CH2), 3.97 (s, 4H, NCH2), 7.19-7.58 (overlapping and broad m, 13H, ArH). 13C NMR (100.6 MHz, MeOH-d4, r.t.), δ 56.24 (NCH2), 62.34 (CH2), 102.03 (ArC), 126.94 (ArC), 132.37 (ArC), 133.38 (ArC), 134.23 (ArC), 142.70 (ArCq), 143... Reactants: 2a, C1(=C(C=CC=C1)N)N (o-phenylenediamine), C(C1=CC=CC=C1)N(CC(=O)O)CC(=O)O (benzyliminodiacetic acid). Run in C(CO)O (ethyleneglycol). Product: N1C(=NC2=C1C=CC=C2)CN(CC2=CC=CC=C2)CC2=NC1=C(N2)C=CC=C1 (N,N-bis(1H-benzimidazol-2-ylmethyl)-N-benzylamine). Reaction SMILES: [C:1]1([NH2:8])[CH:6]=[CH:5][CH:4]=[CH:3][C:2]=1[NH2:7].[CH2:9]([N:16]([CH2:21][C:22](O)=O)[CH2:17][C:18](O)=O)[C:10]1[CH:15]=[CH:14][CH:13]=[CH:12][CH:11]=1>C(O)CO>[NH:7]1[C:2]2[CH:3]=[CH:4][CH:5]=[CH:6][C:1]=2[N:8]=[C:18]1[CH2:17][N:16]([CH2:21][C:22]1[NH:8][C:1]2[CH:6]=[CH:5][CH:4]=[CH:3][C:2]=2[N:7]=1)[CH2:9][C:10]1[CH:15]=[CH:14][CH:13]=[CH:12][CH:11]=1.